describe an organic reaction: reactants, conditions, products, and yield From a dataset of the Open Reaction Database (ORD), a public repository of structured organic reaction records. As a reaction SMILES: [Br:1][C:2]1[CH:3]=[C:4]2[C:8](=[CH:9][C:10]=1[OH:11])[C@H:7]([CH2:12][CH2:13][NH:14][C:15](=[O:18])[CH2:16][CH3:17])[CH2:6][CH2:5]2.[H-].[Na+].[CH2:21](Br)[CH:22]=[CH2:23].Cl>CN(C)C=O>[CH2:23]([O:11][C:10]1[CH:9]=[C:8]2[C:4]([CH2:5][CH2:6][C@H:7]2[CH2:12][CH2:13][NH:14][C:15](=[O:18])[CH2:16][CH3:17])=[CH:3][C:2]=1[Br:1])[CH:22]=[CH2:21] |f:1.2|. Run at time 15 minute. Yield: 96.4%. Reactants: ice water, BrC=1C=C2CC[C@H](C2=CC1O)CCNC(CC)=O ((S)-N-[2-(5-bromo-6-hydroxyindan-1-yl)ethyl]propionamide), [H-].[Na+] (sodium hydride), C(C=C)Br (allyl bromide), Cl (hydrochloric acid). Product: C(C=C)OC1=C(C=C2CC[C@H](C2=C1)CCNC(CC)=O)Br ((S)-N-[2-(6-allyloxy-5-bromoindan-1-yl)ethyl]propionamide). Run in CN(C=O)C (N,N-dimethylformamide). Procedure: A solution of (S)-N-[2-(5-bromo-6-hydroxyindan-1-yl)ethyl]propionamide (48.8 g, 156 mmol.) in N,N-dimethylformamide (110 mL) was cooled with ice, to which was gradually added sodium hydride (6.35 g, 172 mmol., content 65%). The mixture was stirred for about 15 minutes. When the bubbling of hydrogen gas ceased, allyl bromide (22.7 g, 188 mmol.) was added, and the mixture was stirred for 30 minutes under ice-cooling. The reaction mixture was poured into ice-water, which was neutralized with dilute... Reactants: [OH-].[K+] (potassium hydroxide), solution, S(=O)(=O)(OC)OC (dimethyl sulfate), [F-].[K+] (potassium fluoride), CCCCCCCCCC[N+](C)(CCCCCCCCCC)CCCCCCCCCC.CCCCCCCCC[N+](C)(CCCCCCCCC)CCCCCCCCC.CCCCCCCC[N+](C)(CCCCCCCC)CCCCCCCC.[Cl-].[Cl-].[Cl-] (methyltrialkyl(C8-C10)ammonium chloride), C(F)(F)(F)C(=O)C(F)(C(F)(F)F)C(F)(F)F (CF3COCF(CF3)2). Run in O (water), COCCOCCOC (diethylene glycol dimethyl ether). The product is C(F)(F)(F)C(F)(OC)C(F)(C(F)(F)F)C(F)(F)F (CF3CF(OCH3)CF(CF3)2). Reaction SMILES: [F-:1].[K+].CCCCCCCCCC[N+](CCCCCCCCCC)(CCCCCCCCCC)C.CCCCCCCCC[N+](CCCCCCCCC)(CCCCCCCCC)C.CCCCCCCC[N+](CCCCCCCC)(CCCCCCCC)C.[Cl-].[Cl-].[Cl-].[C:93]([C:97]([C:99]([C:105]([F:108])([F:107])[F:106])([C:101]([F:104])([F:103])[F:102])[F:100])=O)([F:96])([F:95])[F:94].S([O:114][CH3:115])(OC)(=O)=O.[OH-].[K+]>O.COCCOCCOC>[C:93]([C:97]([C:99]([C:105]([F:108])([F:107])[F:106])([C:101]([F:104])([F:103])[F:102])[F:100])([O:114][CH3:115])[F:1])([F:96])([F:95])[F:94] |f:0.1,2.3.4.5.6.7,10.11|. Procedure: The title compound was prepared essentially as in Example 3 using anhydrous potassium fluoride (12.8 g, 0.22 mol), anhydrous diethylene glycol dimethyl ether (diglyme, 106 g), methyltrialkyl(C8-C10)ammonium chloride (Adogen™ 464, available from Aldrich Chemical Company, 4 g), CF3COCF(CF3)2 (53.2 g, 0.20 mol, prepared essentially by the procedure of Smith et al., J. Am. Chem. Soc., 84, 4285 (1962)), and dimethyl sulfate (33.9 g, 0.72 mol). Aqueous potassium hydroxide was added to the reaction mix... The reactants are CC(=O)OC(C)=O, CN(C)c1ccncc1, Cc1ccccc1, CCCCCCCCCCCCCCCCc1cc(OCC(COC(=O)NCc2ccccn2)Oc2ccon2)no1. Yields the product CCCCCCCCCCCCCCCCc1cc(OCC(COC(=O)N(Cc2ccccn2)C(C)=O)Oc2ccon2)no1. RXN SMILES: [CH3:43][C:44](=[O:45])[O:46][C:47](=[O:48])[CH3:49].[CH3:50][N:51]([c:52]1[cH:53][cH:54][n:55][cH:56][cH:57]1)[CH3:58].[CH3:59][c:60]1[cH:61][cH:62][cH:63][cH:64][cH:65]1.[n:1]1[c:2]([CH2:7][NH:8][C:9]([O:10][CH2:11][CH:12]([CH2:13][O:14][c:15]2[n:16][o:17][c:18]([CH2:20][CH2:21][CH2:22][CH2:23][CH2:24][CH2:25][CH2:26][CH2:27][CH2:28][CH2:29][CH2:30][CH2:31][CH2:32][CH2:33][CH2:34][CH3:35])[cH:19]2)[O:36][c:37]2[n:38][o:39][cH:40][cH:41]2)=[O:42])[cH:3][cH:4][cH:5][cH:6]1>>[n:1]1[c:2]([CH2:7][N:8]([C:9]([O:10][CH2:11][CH:12]([CH2:13][O:14][c:15]2[n:16][o:17][c:18]([CH2:20][CH2:21][CH2:22][CH2:23][CH2:24][CH2:25][CH2:26][CH2:27][CH2:28][CH2:29][CH2:30][CH2:31][CH2:32][CH2:33][CH2:34][CH3:35])[cH:19]2)[O:36][c:37]2[n:38][o:39][cH:40][cH:41]2)=[O:42])[C:44]([CH3:43])=[O:45])[cH:3][cH:4][cH:5][cH:6]1. Starting materials: CCCc1ccc(OCOC)cc1OCC(=O)OC, CO, Cl. Product: CCCc1ccc(O)cc1OCC(=O)OC. Reaction SMILES: [CH3:1][O:2][CH2:3][O:4][c:5]1[cH:6][cH:7][c:8]([CH2:17][CH2:18][CH3:19])[c:9]([O:10][CH2:11][C:12](=[O:13])[O:14][CH3:15])[cH:16]1.[CH3:20][OH:21].[ClH:22]>>[OH:4][c:5]1[cH:6][cH:7][c:8]([CH2:17][CH2:18][CH3:19])[c:9]([O:10][CH2:11][C:12](=[O:13])[O:14][CH3:15])[cH:16]1. The reactants are COCCl, CC(C)NC(C)C, [Cl-], ClCCl, [NH4+], O, COC(=O)C1CCCC(CO)C1. Product: COCOCC1CCCC(C(=O)OC)C1. As a reaction SMILES: [CH3:13][O:14][CH2:15][Cl:16].[CH:17]([NH:18][CH:19]([CH3:20])[CH3:21])([CH3:22])[CH3:23].[Cl-:24].[Cl:26][CH2:27][Cl:28].[NH4+:25].[OH2:29].[OH:1][CH2:2][CH:3]1[CH2:4][CH:5]([C:9](=[O:10])[O:11][CH3:12])[CH2:6][CH2:7][CH2:8]1>>[O:1]([CH2:2][CH:3]1[CH2:4][CH:5]([C:9](=[O:10])[O:11][CH3:12])[CH2:6][CH2:7][CH2:8]1)[CH2:15][O:14][CH3:13]. The reactants are O=Cc1ccc(OCc2ccccc2)cc1, CC(=O)C1CC1, CCO, [Na+], [OH-], O. Yields the product O=C(C=Cc1ccc(OCc2ccccc2)cc1)C1CC1. RXN SMILES: [CH2:3]([c:4]1[cH:5][cH:6][cH:7][cH:8][cH:9]1)[O:10][c:11]1[cH:12][cH:13][c:14]([CH:15]=[O:16])[cH:17][cH:18]1.[CH3:19][C:20](=[O:21])[CH:22]1[CH2:23][CH2:24]1.[CH3:25][CH2:26][OH:27].[Na+:2].[OH-:1].[OH2:28]>>[CH2:3]([c:4]1[cH:5][cH:6][cH:7][cH:8][cH:9]1)[O:10][c:11]1[cH:12][cH:13][c:14]([CH:15]=[CH:19][C:20](=[O:21])[CH:22]2[CH2:23][CH2:24]2)[cH:17][cH:18]1. The reactants are OC\C=C(/CCC=C(C)C)\C (nerol), Rh(COD)((+)-cBINAP)Cl, stainless steel, [H][H] (hydrogen). Run in C1=CC=CC=C1 (benzene). Yields the product CC(C)=CCC[C@H](C)CCO ((S)-(-)-citronellol). Isolated yield 93.4%. RXN SMILES: [OH:1][CH2:2]/[CH:3]=[C:4](/[CH3:11])\[CH2:5][CH2:6][CH:7]=[C:8]([CH3:10])[CH3:9].[H][H]>C1C=CC=CC=1>[CH3:9][C:8](=[CH:7][CH2:6][CH2:5][C@@H:4]([CH2:3][CH2:2][OH:1])[CH3:11])[CH3:10]. Procedure details: In a 100 ml stainless steel-made autoclave whose atmosphere had been displaced with nitrogen were charged 1.54 g (10 mmole) of nerol, 0.0837 g (0.1 mmole) of Rh(COD)((+)-cBINAP)Cl obtained in Example 4, and 10 ml of benzene, and hydrogenation reaction was carried out at room temperature and at a hydrogen pressure of 30 kg/cm2 for 17 hours. There was obtained 1.46 g of (S)-(-)-citronellol at a conversion of 99% and a selectivity of 99%. From the results of optical rotation [α]25D =-3.65° (c=10.1,... Starting materials: CO, CC(=O)Oc1cc(C)cc(CN2CCN(c3nc4ccc(Cl)cc4s3)CC2)c1, [Na+], [OH-]. The product is Cc1cc(O)cc(CN2CCN(c3nc4ccc(Cl)cc4s3)CC2)c1. As a reaction SMILES: [CH3:31][OH:32].[Cl:1][c:2]1[cH:3][c:4]2[c:5]([n:6][c:7]([N:9]3[CH2:10][CH2:11][N:12]([CH2:15][c:16]4[cH:17][c:18]([O:23][C:24](=[O:25])[CH3:26])[cH:19][c:20]([CH3:22])[cH:21]4)[CH2:13][CH2:14]3)[s:8]2)[cH:27][cH:28]1.[Na+:30].[OH-:29]>>[Cl:1][c:2]1[cH:3][c:4]2[c:5]([n:6][c:7]([N:9]3[CH2:10][CH2:11][N:12]([CH2:15][c:16]4[cH:17][c:18]([OH:23])[cH:19][c:20]([CH3:22])[cH:21]4)[CH2:13][CH2:14]3)[s:8]2)[cH:27][cH:28]1. Yields the product BrC=1C=C2C=3N(CC(N(C3C1)C(=O)OCC)C)C1C2CN(CC1)C(=O)OCC (diethyl 5-bromo-2-methyl-6b,9,10,10a-tetrahydro-1H-pyrido[3′,4′:4,5]pyrrolo[1,2,3-de]quinoxaline-3,8(2H,7H)-dicarboxylate). Reported procedure: To a solution of diethyl 2-methyl-6b,9,10,10a-tetrahydro-1H-pyrido[3′,4′:4,5]pyrrolo[1,2,3-de]quinoxaline-3,8(2H,7H)-dicarboxylate (40 mg, 0.1 mmol) in DMF (10 mL) at 0° C. was added NBS (20 mg, 0.11 mmol) and stirred at 0° C. for 2 hours. The solution was diluted with water (10 mL), and extracted with EtOAc (2×20 mL). The combined extracts were dried over magnesium sulfate, concentrated, and purified by flash chromatography to afford diethyl 5-bromo-2-methyl-6b,9,10,10a-tetrahydro-1H-pyrido[3′,... The solvent is O (water), CN(C)C=O (DMF). Run at temperature 0 celsius, time 2 hour. Isolated yield 88.4%. Reaction SMILES: [CH3:1][CH:2]1[CH2:11][N:10]2[CH:12]3[CH2:17][CH2:16][N:15]([C:18]([O:20][CH2:21][CH3:22])=[O:19])[CH2:14][CH:13]3[C:8]3[C:9]2=[C:4]([CH:5]=[CH:6][CH:7]=3)[N:3]1[C:23]([O:25][CH2:26][CH3:27])=[O:24].C1C(=O)N([Br:35])C(=O)C1>CN(C=O)C.O>[Br:35][C:6]1[CH:7]=[C:8]2[CH:13]3[CH2:14][N:15]([C:18]([O:20][CH2:21][CH3:22])=[O:19])[CH2:16][CH2:17][CH:12]3[N:10]3[CH2:11][CH:2]([CH3:1])[N:3]([C:23]([O:25][CH2:26][CH3:27])=[O:24])[C:4]([CH:5]=1)=[C:9]23. Starting materials: CC1N(C=2C=CC=C3C2N(C1)C1C3CN(CC1)C(=O)OCC)C(=O)OCC (diethyl 2-methyl-6b,9,10,10a-tetrahydro-1H-pyrido[3′,4′:4,5]pyrrolo[1,2,3-de]quinoxaline-3,8(2H,7H)-dicarboxylate), C1CC(=O)N(C1=O)Br (NBS). Starting materials: BrC1=C(C=CC=C1)S(=O)(=O)/N=C/N(C)C (2-Bromo-N-[1-dimethylaminometh-(E)-ylidene]benzenesulfonamide), C1(=CC=CC=C1)C (toluene), CCO (EtOH), CC1=CC=C(C=C1)B(O)O (4-methylphenylboronic acid), C([O-])([O-])=O.[K+].[K+] (potassium carbonate). The reagents and catalysts are C=1C=CC(=CC1)[P](C=2C=CC=CC2)(C=3C=CC=CC3)[Pd]([P](C=4C=CC=CC4)(C=5C=CC=CC5)C=6C=CC=CC6)([P](C=7C=CC=CC7)(C=8C=CC=CC8)C=9C=CC=CC9)[P](C=1C=CC=CC1)(C=1C=CC=CC1)C=1C=CC=CC1 (Tetrakis(triphenylphosphine)palladium(0)). Run in O (water), CCOC(=O)C (EtOAc), O (water). Conditions: temperature 60 celsius. The product is CN(\C=N\S(=O)(=O)C=1C(=CC=CC1)C1=CC=C(C=C1)C)C (4′-methybiphenyl-2-sulfonic acid 1-dimethylaminometh-(E)-ylideneamide). RXN SMILES: Br[C:2]1[CH:7]=[CH:6][CH:5]=[CH:4][C:3]=1[S:8](/[N:11]=[CH:12]/[N:13]([CH3:15])[CH3:14])(=[O:10])=[O:9].[CH3:16][C:17]1[CH:22]=[CH:21][C:20](B(O)O)=[CH:19][CH:18]=1.C(=O)([O-])[O-].[K+].[K+].CCO.C1(C)C=CC=CC=1>C1C=CC([P]([Pd]([P](C2C=CC=CC=2)(C2C=CC=CC=2)C2C=CC=CC=2)([P](C2C=CC=CC=2)(C2C=CC=CC=2)C2C=CC=CC=2)[P](C2C=CC=CC=2)(C2C=CC=CC=2)C2C=CC=CC=2)(C2C=CC=CC=2)C2C=CC=CC=2)=CC=1.CCOC(C)=O.O>[CH3:14][N:13]([CH3:15])/[CH:12]=[N:11]/[S:8]([C:3]1[C:2]([C:20]2[CH:21]=[CH:22][C:17]([CH3:16])=[CH:18][CH:19]=2)=[CH:7][CH:6]=[CH:5][CH:4]=1)(=[O:10])=[O:9] |f:2.3.4,^1:45,47,66,85|. Procedure: 2-Bromo-N-[1-dimethylaminometh-(E)-ylidene]benzenesulfonamide (5.36 g, 18.4 mmol), 4-methylphenylboronic acid (5.0 g, 36.8 mmol), potassium carbonate (5.1 g, 36.8 mmol), water (19.7 mL, 1090 mmol), EtOH (49.2 mL, 842 mmol) and toluene (98.3 mL, 923 mmol) were combined and the mixture was stirred under nitrogen. Tetrakis(triphenylphosphine)palladium(0) (1.4 g, 1.2 mmol) was then added. The mixture was heated at 60° C. for about 2 hours, then heated at 70° C. for 30 minutes. The mixture was then c...